This data is from the Open Reaction Database (ORD), a public repository of structured organic reaction records. The task is: describe an organic reaction: reactants, conditions, products, and yield The reactants are C1CCOC1, CCOC(=O)Cc1c(Cl)ccc2ccc(C=O)nc12, CNC, CC(=O)O, CO, [Na+], O=C([O-])O, O. The product is CCOC(=O)Cc1c(Cl)ccc2ccc(CN(C)C)nc12. As a reaction SMILES: [CH2:32]1[O:33][CH2:34][CH2:35][CH2:36]1.[CH2:4]([CH3:5])[O:6][C:7]([CH2:8][c:9]1[c:10]([Cl:21])[cH:11][cH:12][c:13]2[cH:14][cH:15][c:16]([CH:19]=[O:20])[n:17][c:18]12)=[O:22].[CH3:1][NH:2][CH3:3].[CH3:23][C:24](=[O:25])[OH:26].[CH3:37][OH:38].[Na+:31].[O-:27][C:28]([OH:29])=[O:30].[OH2:39]>>[CH3:1][N:2]([CH3:3])[CH2:19][c:16]1[cH:15][cH:14][c:13]2[cH:12][cH:11][c:10]([Cl:21])[c:9]([CH2:8][C:7]([O:6][CH2:4][CH3:5])=[O:22])[c:18]2[n:17]1.